From a dataset of the Open Reaction Database (ORD), a public repository of structured organic reaction records. describe an organic reaction: reactants, conditions, products, and yield Reaction SMILES: [C:1]([CH2:3][C:4]1[C:12]2[C:7](=[CH:8][CH:9]=[CH:10][CH:11]=2)[CH2:6][CH:5]=1)#N.[H-].[Cl-].[Na+].[OH:16]S(O)(=O)=O>CCCCCC.C1COCC1.C1(C)C=CC=CC=1>[CH:4]1([CH2:3][CH:1]=[O:16])[C:12]2[C:7](=[CH:8][CH:9]=[CH:10][CH:11]=2)[CH:6]=[CH:5]1 |f:2.3|. Starting materials: C(#N)CC1=CCC2=CC=CC=C12 (3-Cyanomethylindene), [Cl-].[Na+] (sodium chloride), OS(=O)(=O)O (H2SO4), [H-] (hydride), solution. Yields the product C1(C=CC2=CC=CC=C12)CC=O (2-(1H-indene-1-yl)acetaldehyde). Reported procedure: 3-Cyanomethylindene (3.84 g, 0.025 mol), prepared as described in example 14, was dissolved in a mixture of hexane and THF and stirred under nitrogen at -78°. Dissobutylaluminum hydride (DIBAL) (19.2 ml of a 1.5M solution in toluene; 0.029 mmol) was added and the mixture stirred at ambient temperature 2.5 hours. Saturated sodium chloride solution (220 ml) was added and the mixture stirred another 20 minutes. 5% H2SO4 (90 ml) was added and the solution immediately extracted with ether. The ether ... Run in C1(=CC=CC=C1)C (toluene), CCCCCC (hexane), C1CCOC1 (THF). Starting materials: C(C1=CC=CC=C1)ON=C1C(NC2=CC=CC=C12)=O (3-(benzyloxyimino)indolin-2-one), [H-].[Na+] (sodium hydride), C(C)OC(CBr)OCC (bromoacetaldehyde diethyl acetal). Solvent: CN(C=O)C (N,N-dimethylformamide), CN(C=O)C (N,N-dimethylformamide). Reaction conditions: time 1 hour. Product: C(C1=CC=CC=C1)ON=C1C(N(C2=CC=CC=C12)CC(OCC)OCC)=O (3-(benzyloxyimino)-1-(2,2-diethoxyethyl)indolin-2-one). Yield: 76.0%. As a reaction SMILES: [H-].[Na+].[CH2:3]([O:10][N:11]=[C:12]1[C:20]2[C:15](=[CH:16][CH:17]=[CH:18][CH:19]=2)[NH:14][C:13]1=[O:21])[C:4]1[CH:9]=[CH:8][CH:7]=[CH:6][CH:5]=1.[CH2:22]([O:24][CH:25]([O:28][CH2:29][CH3:30])[CH2:26]Br)[CH3:23]>CN(C)C=O>[CH2:3]([O:10][N:11]=[C:12]1[C:20]2[C:15](=[CH:16][CH:17]=[CH:18][CH:19]=2)[N:14]([CH2:26][CH:25]([O:28][CH2:29][CH3:30])[O:24][CH2:22][CH3:23])[C:13]1=[O:21])[C:4]1[CH:9]=[CH:8][CH:7]=[CH:6][CH:5]=1 |f:0.1|. Procedure: To a suspension of 0.35 g of sodium hydride (60%) in 20 ml of N,N-dimethylformamide was added dropwise a solution of 2.00 g of 3-(benzyloxyimino)indolin-2-one in 20 ml of N,N-dimethylformamide at 0° C. in a nitrogen stream. After stirring the mixture at room temperature for 1 hour, 1.40 ml of bromoacetaldehyde diethyl acetal was added thereto, and the mixture was stirred for 12 hours at 70° C. The reaction mixture was concentrated, and the residue was diluted with ethyl acetate and washed with a... Starting materials: O=C(OCc1ccc([N+](=O)[O-])cc1)C1CCC(O)CC1, CC(=O)C(=NO)C(=O)OC(C)(C)C. Yields the product CC(=O)C(=NOC1CCC(C(=O)OCc2ccc([N+](=O)[O-])cc2)CC1)C(=O)OC(C)(C)C. Reaction SMILES: [OH:14][CH:15]1[CH2:16][CH2:17][CH:18]([C:21](=[O:22])[O:23][CH2:24][c:25]2[cH:26][cH:27][c:28]([N+:31](=[O:32])[O-:33])[cH:29][cH:30]2)[CH2:19][CH2:20]1.[OH:1][N:2]=[C:3]([C:4](=[O:5])[O:6][C:7]([CH3:8])([CH3:9])[CH3:10])[C:11]([CH3:12])=[O:13]>>[O:1]([N:2]=[C:3]([C:4](=[O:5])[O:6][C:7]([CH3:8])([CH3:9])[CH3:10])[C:11]([CH3:12])=[O:13])[CH:15]1[CH2:16][CH2:17][CH:18]([C:21](=[O:22])[O:23][CH2:24][c:25]2[cH:26][cH:27][c:28]([N+:31](=[O:32])[O-:33])[cH:29][cH:30]2)[CH2:19][CH2:20]1. Starting materials: C(C)(=O)NCC=1C=C(C=CC1)C=1N=C(SC1)NC(=S)N (4-(3-acetylaminomethylphenyl)-2-thioureidothiazole), CI (methyl iodide). Solvent: CO (methanol). The product is I.C(C)(=O)NCC=1C=C(C=CC1)C=1N=C(SC1)NC(SC)=N (4-(3-acetylaminomethylphenyl)-2-(2-methyl-1-isothioureido)thiazole hydriodide). Yield: 74.9%. As a reaction SMILES: [C:1]([NH:4][CH2:5][C:6]1[CH:7]=[C:8]([C:12]2[N:13]=[C:14]([NH:17][C:18]([NH2:20])=[S:19])[S:15][CH:16]=2)[CH:9]=[CH:10][CH:11]=1)(=[O:3])[CH3:2].[CH3:21][I:22]>CO>[IH:22].[C:1]([NH:4][CH2:5][C:6]1[CH:7]=[C:8]([C:12]2[N:13]=[C:14]([NH:17][C:18](=[NH:20])[S:19][CH3:21])[S:15][CH:16]=2)[CH:9]=[CH:10][CH:11]=1)(=[O:3])[CH3:2] |f:3.4|. Procedure details: A suspension of 4-(3-acetylaminomethylphenyl)-2-thioureidothiazole (5.75 g) and methyl iodide (3.73 g) in methanol (100 ml) was refluxed for 2.5 hours. The solvent was removed under reduced pressure. The residue was crystallized from a mixture of methanol and ethyl acetate to afford 4-(3-acetylaminomethylphenyl)-2-(2-methyl-1-isothioureido)thiazole hydriodide (6.3 g).